describe an organic reaction: reactants, conditions, products, and yield From a dataset of the Open Reaction Database (ORD), a public repository of structured organic reaction records. Starting materials: C(C1=CC=CC=C1)C1=C(C(=CC=C1)C)NC(CCCCl)=O (2-benzyl-1-(4-chlorobutyrylamino)-6-methylbenzene), O(C1=CC=CC=C1)C1=CC=C(C=C1)C1CCNCC1 (4-(4-phenoxyphenyl)piperidine). The product is C(C1=CC=CC=C1)C1=C(C(=CC=C1)C)NC(CCCN1CCC(CC1)C1=CC=C(C=C1)OC1=CC=CC=C1)=O (2-benzyl-1-[4-(4-(4-phenoxyphenyl)piperidin-1-yl)butyrylamino]-6-methylbenzene). RXN SMILES: [CH2:1]([C:8]1[CH:13]=[CH:12][CH:11]=[C:10]([CH3:14])[C:9]=1[NH:15][C:16](=[O:21])[CH2:17][CH2:18][CH2:19]Cl)[C:2]1[CH:7]=[CH:6][CH:5]=[CH:4][CH:3]=1.[O:22]([C:29]1[CH:34]=[CH:33][C:32]([CH:35]2[CH2:40][CH2:39][NH:38][CH2:37][CH2:36]2)=[CH:31][CH:30]=1)[C:23]1[CH:28]=[CH:27][CH:26]=[CH:25][CH:24]=1>>[CH2:1]([C:8]1[CH:13]=[CH:12][CH:11]=[C:10]([CH3:14])[C:9]=1[NH:15][C:16](=[O:21])[CH2:17][CH2:18][CH2:19][N:38]1[CH2:39][CH2:40][CH:35]([C:32]2[CH:33]=[CH:34][C:29]([O:22][C:23]3[CH:28]=[CH:27][CH:26]=[CH:25][CH:24]=3)=[CH:30][CH:31]=2)[CH2:36][CH2:37]1)[C:2]1[CH:7]=[CH:6][CH:5]=[CH:4][CH:3]=1. Procedure: The compound (14) synthesized in Reference Example 14 and the compound (4) synthesized in Reference Example 4 were used to produce the above compound in the same way as Example 1. The reactants are CSC=1N=CC2=C(N1)CCNC2 (2-(methylsulfanyl)-5,6,7,8-tetrahydropyrido[4,3-d]-pyrimidine), BrC=1C=C(C(=O)NC2=CC=CC=C2)C=CN1 (2-bromo-N-phenyl-isonicotinamide). The product is CSC=1N=CC2=C(N1)CCN(C2)C=2C=C(C(=O)NC1=CC=CC=C1)C=CN2 (2-[2-(methylthio)-7,8-dihydropyrido[4,3-d]pyrimidin-6(5H)-yl]-N-phenylisonicotinamide). As a reaction SMILES: [CH3:1][S:2][C:3]1[N:4]=[CH:5][C:6]2[CH2:12][NH:11][CH2:10][CH2:9][C:7]=2[N:8]=1.Br[C:14]1[CH:15]=[C:16]([CH:26]=[CH:27][N:28]=1)[C:17]([NH:19][C:20]1[CH:25]=[CH:24][CH:23]=[CH:22][CH:21]=1)=[O:18]>>[CH3:1][S:2][C:3]1[N:4]=[CH:5][C:6]2[CH2:12][N:11]([C:14]3[CH:15]=[C:16]([CH:26]=[CH:27][N:28]=3)[C:17]([NH:19][C:20]3[CH:25]=[CH:24][CH:23]=[CH:22][CH:21]=3)=[O:18])[CH2:10][CH2:9][C:7]=2[N:8]=1. Procedure: In a manner similar to that described for Example 138, 2-(methylsulfanyl)-5,6,7,8-tetrahydropyrido[4,3-d]-pyrimidine and 2-bromo-N-phenyl-isonicotinamide were converted to the title compound. Starting materials: C(CC1=CC=CC=C1)NC([C@@H](NC(=O)OC(C)(C)C)CC(C)C)=O (N-(tertiarybutoxycarbonyl)-L-leucine N-phenethylamide). The solvent is C(=O)(C(F)(F)F)O.C(Cl)Cl (TFA CH2Cl2). Reaction conditions: time 6 hour. Product: C(CC1=CC=CC=C1)NC([C@@H](N)CC(C)C)=O (L-leucine N-phenethylamide). As a reaction SMILES: [CH2:1]([NH:9][C:10](=[O:24])[C@H:11]([CH2:20][CH:21]([CH3:23])[CH3:22])[NH:12]C(OC(C)(C)C)=O)[CH2:2][C:3]1[CH:8]=[CH:7][CH:6]=[CH:5][CH:4]=1>C(O)(C(F)(F)F)=O.C(Cl)Cl>[CH2:1]([NH:9][C:10](=[O:24])[C@H:11]([CH2:20][CH:21]([CH3:22])[CH3:23])[NH2:12])[CH2:2][C:3]1[CH:8]=[CH:7][CH:6]=[CH:5][CH:4]=1 |f:1.2|. Procedure: N-(tertiarybutoxycarbonyl)-L-leucine N-phenethylamide (6.17 g, mole) was dissolved in a 1:1 TFA/CH2Cl2 mixture (60 ml). After stirring for 6 h at 20° the reaction mixture was concentrated in vacuo and the residue in CH2Cl2 (50 ml) washed with saturated aq. NaHCO3 (100 ml). The aqueous extract was back extracted with CH2Cl2 (50 ml×3) and the combined organic extracts concentrated to an oil in vacuo. The crude L-leucine N-phenethylamide so obtained was used as such in the next step. Reactants: [BH4-], CO, COC(=O)C1CCC(N)CC1, O=Cc1ccccc1, Cl, [Mg+2], [Na+], O=S(=O)([O-])[O-], O. Product: COC(=O)C1CCC(NCc2ccccc2)CC1. As a reaction SMILES: [BH4-:27].[CH3:29][OH:30].[CH3:2][O:3][C:4](=[O:5])[CH:6]1[CH2:7][CH2:8][CH:9]([NH2:12])[CH2:10][CH2:11]1.[CH:19](=[O:20])[c:21]1[cH:22][cH:23][cH:24][cH:25][cH:26]1.[ClH:1].[Mg+2:13].[Na+:28].[O-:14][S:15]([O-:16])(=[O:17])=[O:18].[OH2:31]>>[CH3:2][O:3][C:4](=[O:5])[CH:6]1[CH2:7][CH2:8][CH:9]([NH:12][CH2:19][c:21]2[cH:22][cH:23][cH:24][cH:25][cH:26]2)[CH2:10][CH2:11]1.